This data is from the Open Reaction Database (ORD), a public repository of structured organic reaction records. The task is: describe an organic reaction: reactants, conditions, products, and yield The reactants are C(C1=CC=CC=C1)OC=1C=C(C=CC1)C1S(N=C(OC1(C)C)NC1CCCCC1)(=O)=O ([5-(3-benzyloxyphenyl)-6,6-dimethyl-4,4-dioxo-5,6-dihydro-4H-4lambda6-[1,4,3]oxathiazin-2-yl]cyclohexylamine). Reagents/catalysts: [Pd] (Pd/C), [Pd] (Pd/C). The solvent is CO (methanol). Conditions: time 3.5 hour. The product is C1(CCCCC1)NC=1OC(C(S(N1)(=O)=O)C=1C=C(C=CC1)O)(C)C (3-(2-Cyclohexylamino-6,6-dimethyl-4,4-dioxo-5,6-dihydro-4H-4lambda6-[1,4,3]oxathiazin-5-yl)phenol). Isolated yield 24.1%. RXN SMILES: C([O:8][C:9]1[CH:10]=[C:11]([CH:15]2[C:20]([CH3:22])([CH3:21])[O:19][C:18]([NH:23][CH:24]3[CH2:29][CH2:28][CH2:27][CH2:26][CH2:25]3)=[N:17][S:16]2(=[O:31])=[O:30])[CH:12]=[CH:13][CH:14]=1)C1C=CC=CC=1>CO.[Pd]>[CH:24]1([NH:23][C:18]2[O:19][C:20]([CH3:22])([CH3:21])[CH:15]([C:11]3[CH:10]=[C:9]([OH:8])[CH:14]=[CH:13][CH:12]=3)[S:16](=[O:31])(=[O:30])[N:17]=2)[CH2:29][CH2:28][CH2:27][CH2:26][CH2:25]1. Reported procedure: Under inert gas, 548 mg of [5-(3-benzyloxyphenyl)-6,6-dimethyl-4,4-dioxo-5,6-dihydro-4H-4lambda6-[1,4,3]oxathiazin-2-yl]cyclohexylamine were initially charged in 20 ml of methanol and, with addition of 263 mg of 10% Pd/C, stirred under a hydrogen atmosphere for 3.5 hours. The completeness of the conversion was checked by LCMS, and the reaction was once again admixed with 263 mg of 10% Pd/C and stirred under a hydrogen atmosphere for 2 days. After filtration to remove the solid residues, the filt...